Dataset: the Open Reaction Database (ORD), a public repository of structured organic reaction records. Task: describe an organic reaction: reactants, conditions, products, and yield The reactants are petroleum ether ethyl acetate, O=C1NC=CC2=CC(=CC=C12)C(=O)OC (methyl 1-oxo-1.2 dihydroisoquinoline-6-carboxylate), O1CCCC1 (tetrahydrofuran), [OH-].[Li+] (lithium hydroxide). Run in O (water). Run at time 4 hour. Yields the product O=C1NC=CC2=CC(=CC=C12)C(=O)O (1-oxo-1.2 dihydroisoquinoline-6-carboxylic acid). Yield: 44.9%. Reaction SMILES: [O:1]=[C:2]1[C:11]2[C:6](=[CH:7][C:8]([C:12]([O:14]C)=[O:13])=[CH:9][CH:10]=2)[CH:5]=[CH:4][NH:3]1.O1CCCC1.[OH-].[Li+]>O>[O:1]=[C:2]1[C:11]2[C:6](=[CH:7][C:8]([C:12]([OH:14])=[O:13])=[CH:9][CH:10]=2)[CH:5]=[CH:4][NH:3]1 |f:2.3|. Reported procedure: To a mixture of methyl 1-oxo-1.2 dihydroisoquinoline-6-carboxylate (25 g, 0.133 mol), tetrahydrofuran (200 mL) and water (200 mL) was added lithium hydroxide (16.8 g, 0.40 mol) at room temperature, and the mixture was stirred for four hours. Thin layer chromatography (petroleum ether/ethyl acetate 1:1) indicated the reaction was complete. The reaction mixture was extracted with ethyl acetate (100 mL×3) to remove impurities. The aqueous layer was acidified with 4 N aqueous HCl to pH 5 and filtere... The reactants are [H-].[Na+] (sodium hydride), ice water, [I-].C[S+](C)C (trimethylsulfonium iodide), C1=CC=CC=2C(C3=C(C=CC21)C=CC=C3)=O (dibenzo[a,d]cyclo-hepten-5-one). The solvent is O1CCCC1 (tetrahydrofuran), CS(=O)C (dimethylsulfoxide), O1CCCC1 (tetrahydrofuran), CS(=O)C (dimethylsulfoxide). Run at temperature 20 celsius, time 8 hour. Product: O1C2(C1)C1=C(C=CC3=C2C=CC=C3)C=CC=C1 (spiro[dibenzo[a,d]cycloheptene-5,2'-oxirane]). Reaction SMILES: [H-].[Na+].[I-].[CH3:4][S+](C)C.[CH:8]1[C:18]2[CH:17]=[CH:16][C:15]3[CH:19]=[CH:20][CH:21]=[CH:22][C:14]=3[C:13](=[O:23])[C:12]=2[CH:11]=[CH:10][CH:9]=1>O1CCCC1.CS(C)=O>[O:23]1[CH2:4][C:13]21[C:14]1[CH:22]=[CH:21][CH:20]=[CH:19][C:15]=1[CH:16]=[CH:17][C:18]1[CH:8]=[CH:9][CH:10]=[CH:11][C:12]2=1 |f:0.1,2.3|. Reported procedure: A mixture of 4.6 g. of sodium hydride (57%) and 100 ml. of dimethylsulfoxide is heated under nitrogen at 75° C. for 50 minutes and the resulting mixture treated by addition of 40 ml. tetrahydrofuran and then cooled to 0° C. Over a period of 3 minutes there is then added 10.2 g. of trimethylsulfonium iodide in 100 ml. of dimethylsulfoxide, the resulting mixture stirred for one minute and there is then added over a period of 10 minutes a solution of 16.4 g. of dibenzo[a,d]cyclo-hepten-5-one in 40 ... The reactants are C(C(=C)C)(=O)OCCO (2-hydroxyethyl methacrylate), C(C(=O)OCC)(=O)OCC (diethyl oxalate), C(C)O (ethanol). The reagents and catalysts are C1(=CC=C(C=C1)S(=O)(=O)O)C (p-toluenesulfonic acid), C1(O)=CC=C(O)C=C1 (hydroquinone). Conditions: time 4 hour. Product: C(C(=C)C)(=O)OCCOC(=O)C(=O)OCC (2-ethoxalyloxyethyl methacrylate). Isolated yield 76.5%. Reaction SMILES: [C:1]([O:6][CH2:7][CH2:8][OH:9])(=[O:5])[C:2]([CH3:4])=[CH2:3].[C:10](OCC)(=[O:16])[C:11]([O:13][CH2:14][CH3:15])=[O:12].C(O)C>C1(C)C=CC(S(O)(=O)=O)=CC=1.C1(C=CC(O)=CC=1)O>[C:1]([O:6][CH2:7][CH2:8][O:9][C:10]([C:11]([O:13][CH2:14][CH3:15])=[O:12])=[O:16])(=[O:5])[C:2]([CH3:4])=[CH2:3]. Procedure details: A 500 ml flask equipped with a decanter, a thermometer, a stirrer and an inlet for nitrogen gas was charged with 65.1 g (0.5 mol) of 2-hydroxyethyl methacrylate and 365.4 g (2.5 mol) of diethyl oxalate, to which 2 g (10 mmol) of p-toluenesulfonic acid (catalyst) and 4 g of hydroquinone (polymerization inhibitor) were added. The mixture was heated to keep 120° C. for 4 hours in nitrogen atmosphere with distilling 14 ml (0.25 mol) of ethanol away. The reaction mixture was evaporated to remove exce... The reactants are N1=C(C=CC=C1)C(C#N)C1=NC=CC=C1 (2,2-bis-(2-pyridyl)acetonitrile), ClCCN1CCN(CC1)C1=C(C=CC=C1)OC (1-(2-chloroethyl)-4-(2-methoxy-phenyl)piperazine), ice, [NH2-].[Na+] (sodium amide). The solvent is COCCOC (1,2-dimethoxyethane), O (water), COCCOC (1,2-dimethoxyethane), COCCOC (1,2-dimethoxyethane). Reaction conditions: time 1 hour. Product: C(#N)C(CCN1CCN(CC1)C1=C(C=CC=C1)OC)(C1=NC=CC=C1)C1=NC=CC=C1 (1-[3-cyano-3,3-bis-(2-pyridyl)propyl]-4-(2-methoxyphenyl)piperazine). Yield: 68.4%. Reaction SMILES: [NH2-].[Na+].[N:3]1[CH:8]=[CH:7][CH:6]=[CH:5][C:4]=1[CH:9]([C:12]1[CH:17]=[CH:16][CH:15]=[CH:14][N:13]=1)[C:10]#[N:11].Cl[CH2:19][CH2:20][N:21]1[CH2:26][CH2:25][N:24]([C:27]2[CH:32]=[CH:31][CH:30]=[CH:29][C:28]=2[O:33][CH3:34])[CH2:23][CH2:22]1>COCCOC.O>[C:10]([C:9]([C:12]1[CH:17]=[CH:16][CH:15]=[CH:14][N:13]=1)([C:4]1[CH:5]=[CH:6][CH:7]=[CH:8][N:3]=1)[CH2:19][CH2:20][N:21]1[CH2:22][CH2:23][N:24]([C:27]2[CH:32]=[CH:31][CH:30]=[CH:29][C:28]=2[O:33][CH3:34])[CH2:25][CH2:26]1)#[N:11] |f:0.1|. Procedure details: To a suspension of 0.21 g of 95% sodium amide in 2 mL of 1,2-dimethoxyethane was added dropwise a solution of 0.78 g of 2,2-bis-(2-pyridyl)acetonitrile (prepared as described in Heterocycles 1995, 40, 757) in 8 mL of 1,2-dimethoxyethane, with stirring under a nitrogen atmosphere at room temperature. After 1 h, there were added dropwise, 1.02 g of 1-(2-chloroethyl)-4-(2-methoxy-phenyl)piperazine dissolved in 4 mL of 1,2-dimethoxyethane. The resultant reaction mixture was then refluxed for 20 h, f... Reactants: C(C)(C)(C)OC(=O)NC1=C(C(=C(S1)C(=O)OC)C)C#N (Methyl 5-(tert-butoxycarbonylamino)-4-cyano-3-methylthiophene-2-carboxylate), [OH-].[Na+] (sodium hydroxide). The solvent is O (water), CO (methanol). Conditions: temperature 50 celsius, time 8 hour. The product is C(C)(C)(C)OC(=O)NC1=C(C(=C(S1)C(=O)O)C)C#N (5-(tert-Butoxycarbonylamino)-4-cyano-3-methylthiophene-2-carboxylic Acid). Yield: 92.9%. As a reaction SMILES: [C:1]([O:5][C:6]([NH:8][C:9]1[S:13][C:12]([C:14]([O:16]C)=[O:15])=[C:11]([CH3:18])[C:10]=1[C:19]#[N:20])=[O:7])([CH3:4])([CH3:3])[CH3:2].[OH-].[Na+]>CO.O>[C:1]([O:5][C:6]([NH:8][C:9]1[S:13][C:12]([C:14]([OH:16])=[O:15])=[C:11]([CH3:18])[C:10]=1[C:19]#[N:20])=[O:7])([CH3:4])([CH3:2])[CH3:3] |f:1.2|. Reported procedure: The compound prepared in Example 221 (0.200 g) was suspended in methanol (10 mL) and aqueous sodium hydroxide solution (2 mol/L; 3.375 mL) was added and the reaction mixture stirred at 50° C. overnight. The reaction mixture was cooled to room temperature and concentrated under reduced pressure to afford a solid, which was dissolved in water, acidified to pH 1 and filtered to furnish the title compound (0.177 g) with the following physical properties.